describe an organic reaction: reactants, conditions, products, and yield From a dataset of the Open Reaction Database (ORD), a public repository of structured organic reaction records. Reactants: O1C(COC2=CC=C(C=C2)C=2NC=C(N2)C(F)(F)F)C1 (2-[4-(2.3-epoxypropoxy)phenyl]-4-trifluoromethylimidazole). Solvent: C(C)(C)N (isopropylamine). Reaction conditions: time 16 hour. The product is C(C)(C)NCC(COC1=CC=C(C=C1)C=1NC=C(N1)C(F)(F)F)O (2-[4-(3-isopropylamino-2-hydroxypropoxy)phenyl]-4-trifluoromethylimidazole). Reaction SMILES: [O:1]1[CH2:20][CH:2]1[CH2:3][O:4][C:5]1[CH:10]=[CH:9][C:8]([C:11]2[NH:12][CH:13]=[C:14]([C:16]([F:19])([F:18])[F:17])[N:15]=2)=[CH:7][CH:6]=1>C(N)(C)C>[CH:14]([NH:15][CH2:20][CH:2]([OH:1])[CH2:3][O:4][C:5]1[CH:10]=[CH:9][C:8]([C:11]2[NH:12][CH:13]=[C:14]([C:16]([F:19])([F:18])[F:17])[N:15]=2)=[CH:7][CH:6]=1)([CH3:16])[CH3:13]. Procedure: A solution of 2-[4-(2.3-epoxypropoxy)phenyl]-4-trifluoromethylimidazole (1 g) in isopropylamine (10 ml.) is heated 7 hours at reflux and then allowed to stand 16 hours at room temperature. The excess isopropylamine is removed by distillation at atmospheric pressure and the residue is triturated with nitromethane to yield a solid. After filtration and recrystallization from acetonitrile, 0.6 g. of 2-[4-(3-isopropylamino-2-hydroxypropoxy)phenyl]-4-trifluoromethylimidazole is obtained, m.p. 173°-17... The reactants are O=CO, Cl, [K+], NO, O=Cc1ccc2c(c1)CCO2, [OH-], O. The product is N#Cc1ccc2c(c1)CCO2. RXN SMILES: [CH:18]([OH:19])=[O:20].[ClH:12].[K+:17].[NH2:13][OH:14].[O:1]1[CH2:2][CH2:3][c:4]2[c:5]1[cH:6][cH:7][c:8]([CH:10]=[O:11])[cH:9]2.[OH-:16].[OH2:15]>>[O:1]1[CH2:2][CH2:3][c:4]2[c:5]1[cH:6][cH:7][c:8]([C:10]#[N:13])[cH:9]2. Reactants: C(C)OC(CCCCl)=O (gamma-chlorobutyric acid ethyl ester), C(C)O (ethanol), CN(C)C (trimethylamine). Run at temperature 130 celsius, time 1 hour. Product: C[N+](C)(C)CCCC(=O)[O-] (gamma-butyrobetaine). Yield: 80.0%. As a reaction SMILES: C([O:3][C:4](=[O:9])[CH2:5][CH2:6][CH2:7]Cl)C.C(O)C.[CH3:13][N:14]([CH3:16])[CH3:15]>>[CH3:13][N+:14]([CH2:7][CH2:6][CH2:5][C:4]([O-:3])=[O:9])([CH3:16])[CH3:15]. Reported procedure: 159 kg (0.92 kmol) of crude gamma-chlorobutyric acid ethyl ester (content 88 percent) and 107 kg (2.3 kmol) of ethanol were placed in a pressure agitator. Then 57 kg (0.96 kmol) of trimethylamine was added in 15 to 30 minutes. The temperature in this case rose to 30° to 50° C. Then heating to 130° C. was performed. The pressure in this case rose to 5 to 7 bars and then dropped back to about 4 bars. After a stable pressure was reached, it was cooled to 20° C. and the remaining triethylamine was r...